Dataset: the Open Reaction Database (ORD), a public repository of structured organic reaction records. Task: describe an organic reaction: reactants, conditions, products, and yield Starting materials: CCOC(=O)CBr, CC(C)(C)[O-], O=C1NCCCC1(c1ccc(F)cc1)c1ccc(F)cc1, [K+], C1CCOC1. Product: CCOC(=O)CN1CCCC(c2ccc(F)cc2)(c2ccc(F)cc2)C1=O. As a reaction SMILES: [Br:28][CH2:29][C:30](=[O:31])[O:32][CH2:33][CH3:34].[CH3:22][C:23]([CH3:24])([O-:25])[CH3:26].[F:1][c:2]1[cH:3][cH:4][c:5]([C:8]2([c:15]3[cH:16][cH:17][c:18]([F:21])[cH:19][cH:20]3)[C:9](=[O:14])[NH:10][CH2:11][CH2:12][CH2:13]2)[cH:6][cH:7]1.[K+:27].[O:35]1[CH2:36][CH2:37][CH2:38][CH2:39]1>>[F:1][c:2]1[cH:3][cH:4][c:5]([C:8]2([c:15]3[cH:16][cH:17][c:18]([F:21])[cH:19][cH:20]3)[C:9](=[O:14])[N:10]([CH2:29][C:30](=[O:31])[O:32][CH2:33][CH3:34])[CH2:11][CH2:12][CH2:13]2)[cH:6][cH:7]1. Reactants: [H-].[Al+3].[Li+].[H-].[H-].[H-] (lithium aluminum hydride), FC=1C=C(C#N)C=CC1OCC(F)(F)F (3-fluoro-4-(2,2,2-trifluoroethoxy)benzonitrile), O (water). Solvent: C(C)OCC (diethyl ether), C(C)OCC (diethyl ether). Reaction conditions: time 30 minute. The product is FC=1C=C(CN)C=CC1OCC(F)(F)F (3-fluoro-4-(2,2,2-trifluoroethoxy)benzylamine). Isolated yield 92.5%. Reaction SMILES: [H-].[Al+3].[Li+].[H-].[H-].[H-].[F:7][C:8]1[CH:9]=[C:10]([CH:13]=[CH:14][C:15]=1[O:16][CH2:17][C:18]([F:21])([F:20])[F:19])[C:11]#[N:12].O>C(OCC)C>[F:7][C:8]1[CH:9]=[C:10]([CH:13]=[CH:14][C:15]=1[O:16][CH2:17][C:18]([F:19])([F:20])[F:21])[CH2:11][NH2:12] |f:0.1.2.3.4.5|. Procedure details: 1.40 g of lithium aluminum hydride was suspended in 50 ml of diethyl ether, and a solution of 8.00 g of 3-fluoro-4-(2,2,2-trifluoroethoxy)benzonitrile in ml of diethyl ether was added dropwise. After the addition, the mixture was stirred at room temperature for 30 minutes and subsequently, 10 ml of water was added dropwise over 30 minutes. The insoluble matter was removed by filtration. The ether layer was dried. Diethyl ether was evaporated under reduced pressure to give 7.54 g of crude 3-fluor...